Dataset: the Open Reaction Database (ORD), a public repository of structured organic reaction records. Task: describe an organic reaction: reactants, conditions, products, and yield Product: OC=1C=C(C=CC1)C1=C(SC(=C1C)C1=CC=C(C=C1)O)C=O (3-(3-Hydroxyphenyl)-5-(4-hydroxyphenyl)-4-methylthiophene-2-carbaldehyde). Isolated yield 85.0%. RXN SMILES: Br[C:2]1[C:6]([CH3:7])=[C:5](I)[S:4][C:3]=1[CH:9]1[O:13]CCO1.C[O:15][C:16]1[CH:17]=[C:18](B(O)O)[CH:19]=[CH:20][CH:21]=1.C[O:26][C:27]1[CH:32]=[CH:31][C:30](B(O)O)=[CH:29][CH:28]=1>>[OH:15][C:16]1[CH:17]=[C:18]([C:2]2[C:6]([CH3:7])=[C:5]([C:30]3[CH:31]=[CH:32][C:27]([OH:26])=[CH:28][CH:29]=3)[S:4][C:3]=2[CH:9]=[O:13])[CH:19]=[CH:20][CH:21]=1. Reported procedure: Starting from 2-(3-bromo-5-iodo-4-methylthien-2-yl)-1,3-dioxolane (9.3 g, 25 mmol) and substituting 3-methoxyphenylboronic acid (4.1 g, 27 mmol) in place of 4-methoxyphenylboronic acid (Example 1, Step 1) and substituting 4-methoxyphenylboronic acid in place of 3-methoxyphenylboronic acid (Example 1, Step 2), the title compound (0.40 g, 85%, m.p. 208-10° C.) was synthesized in essentially the same manner as described in Example 1. Reactants: BrC1=C(SC(=C1C)I)C1OCCO1 (2-(3-bromo-5-iodo-4-methylthien-2-yl)-1,3-dioxolane), COC=1C=C(C=CC1)B(O)O (3-methoxyphenylboronic acid), COC1=CC=C(C=C1)B(O)O (4-methoxyphenylboronic acid). Starting materials: ClC=1C=C(C=C(C1)[N+](=O)[O-])C1=CN=CS1 (5-(3-chloro-5-nitrophenyl)thiazole), [Sn](Cl)Cl (tin dichloride), C(=O)(O)[O-].[Na+] (NaHCO3). Conditions: temperature 90 celsius, time 1.5 hour. The product is ClC=1C=C(C=C(C1)C1=CN=CS1)N (3-Chloro-5-thiazol-5-ylphenylamine). RXN SMILES: [Cl:1][C:2]1[CH:3]=[C:4]([C:11]2[S:15][CH:14]=[N:13][CH:12]=2)[CH:5]=[C:6]([N+:8]([O-])=O)[CH:7]=1.[Sn](Cl)Cl.C([O-])(O)=O.[Na+]>>[Cl:1][C:2]1[CH:7]=[C:6]([NH2:8])[CH:5]=[C:4]([C:11]2[S:15][CH:14]=[N:13][CH:12]=2)[CH:3]=1 |f:2.3|. Reported procedure: To a solution of 5-(3-chloro-5-nitrophenyl)thiazole (0.120 g, 0.499 mmol) inethanol (5 mL) was added tin dichloride (0.9555 g, 4.986 mmol). The mixture was stirred at 90° C. for 1.5 h. After cooling to rt, sat. NaHCO3 (aq) was added dropwise to adjust the pH to 9-10. The resulting suspension was filtered through a Celite pad. The filtrate was concentrated to dryness in vacuo to afford the title compound, which was used directly in the next step without purification. 1H-NMR (CD3OD, 400 MHz): δ=6....